This data is from the Open Reaction Database (ORD), a public repository of structured organic reaction records. The task is: describe an organic reaction: reactants, conditions, products, and yield Starting materials: polyphosphoric acid, 1-l, C(C)OC(CC1CC(C(CC1)=O)SC1=CC(=CC=C1)Cl)=O (3-(3-chlorophenylthio)-4-oxocyclohexaneacetic acid ethyl ester). Run in O (water). Product: C(C)OC(CC1CCC2=C(SC3=C2C(=CC=C3)Cl)C1)=O (9-chloro-1,2,3,4-tetrahydrodibenzothiophene-3-acetic acid ethyl ester). As a reaction SMILES: [CH2:1]([O:3][C:4](=[O:21])[CH2:5][CH:6]1[CH2:11][CH2:10][C:9](=O)[CH:8]([S:13][C:14]2[CH:19]=[CH:18][CH:17]=[C:16]([Cl:20])[CH:15]=2)[CH2:7]1)[CH3:2]>O>[CH2:1]([O:3][C:4](=[O:21])[CH2:5][CH:6]1[CH2:7][C:8]2[S:13][C:14]3[CH:19]=[CH:18][CH:17]=[C:16]([Cl:20])[C:15]=3[C:9]=2[CH2:10][CH2:11]1)[CH3:2]. Reported procedure: To 200 g. of polyphosphoric acid contained in a 1-l. three-necked flask, provided with a stirrer and condenser was added 8.0 g. of 3-(3-chlorophenylthio)-4-oxocyclohexaneacetic acid ethyl ester. The mixture was heated on a steam bath for 90 minutes and then poured into a mixture of 200 g. of ice and 200 ml. of water with stirring, which was continued until the dark oily complex was decomposed and a light yellow color appeared. The product was extracted twice with 200 ml. of ether. The ether extr... Reactants: OC1=NC(=NC(=C1)C(F)(F)F)N1C(CCC1)C1=CC(=NO1)C1=NC=CC=C1 (4-hydroxy-6-trifluoromethyl-2-[2-{3-(pyrid-2-yl)isoxazol-5-yl}pyrrolidin-1-yl]pyrimidine), NC1=NNC(=C1)C1CC1 (3-amino-5-cyclopropyl-1H-pyrazole). The product is C1(CC1)C1=CC(=NN1)NC1=NC(=NC(=C1)C(F)(F)F)N1C(CCC1)C1=CC(=NO1)C1=NC=CC=C1 (4-(5-Cyclopropyl-1H-pyrazol-3-ylamino)-2-{2-[3-(pyrid-2-yl)isoxazol-5-yl]pyrrolidin-1-yl}-6-trifluoromethylpyrimidine). As a reaction SMILES: O[C:2]1[CH:7]=[C:6]([C:8]([F:11])([F:10])[F:9])[N:5]=[C:4]([N:12]2[CH2:16][CH2:15][CH2:14][CH:13]2[C:17]2[O:21][N:20]=[C:19]([C:22]3[CH:27]=[CH:26][CH:25]=[CH:24][N:23]=3)[CH:18]=2)[N:3]=1.[NH2:28][C:29]1[CH:33]=[C:32]([CH:34]2[CH2:36][CH2:35]2)[NH:31][N:30]=1>>[CH:34]1([C:32]2[NH:31][N:30]=[C:29]([NH:28][C:2]3[CH:7]=[C:6]([C:8]([F:10])([F:11])[F:9])[N:5]=[C:4]([N:12]4[CH2:16][CH2:15][CH2:14][CH:13]4[C:17]4[O:21][N:20]=[C:19]([C:22]5[CH:27]=[CH:26][CH:25]=[CH:24][N:23]=5)[CH:18]=4)[N:3]=3)[CH:33]=2)[CH2:36][CH2:35]1. Reported procedure: Starting materials: 4-hydroxy-6-trifluoromethyl-2-[2-{3-(pyrid-2-yl)isoxazol-5-yl}pyrrolidin-1-yl]pyrimidine (Method 37) and 3-amino-5-cyclopropyl-1H-pyrazole (Method 7 of WO-03/048133). RXN SMILES: [CH3:12][S-:13].[CH3:16][N:17]([CH3:18])[CH:19]=[O:20].[F:1][c:2]1[c:3]([C:4]#[N:5])[cH:6][c:7]([O:10][CH3:11])[cH:8][cH:9]1.[Na+:14].[OH2:15]>>[c:2]1([S:13][CH3:12])[c:3]([C:4]#[N:5])[cH:6][c:7]([O:10][CH3:11])[cH:8][cH:9]1. Product: COc1ccc(SC)c(C#N)c1. Starting materials: C[S-], CN(C)C=O, COc1ccc(F)c(C#N)c1, [Na+], O. Reactants: ClC1=C(C=CC=C1)N1N(C=2[C@@]3(CC[C@H](C2C1=O)C3(C)C)C)CC ((4S,7R)-2-(2-chloro-phenyl)-1-ethyl-7,8,8-trimethyl-1,2,4,5,6,7-hexahydro-4,7-methano-indazol-3-one), ClC1=C(C=CC=C1)N1NC=2[C@@]3(CC[C@H](C2C1=O)C3(C)C)C ((4S,7R)-2-(2-chloro-phenyl)-7,8,8-trimethyl-1,2,4,5,6,7-hexahydro-4,7-methano-indazol-3-one), ClC1=C(C=CC=C1)N1NC=2[C@@]3(CC[C@H](C2C1=O)C3(C)C)C ((4S,7R)-2-(2-chloro-phenyl)-7,8,8-trimethyl-1,2,4,5,6,7-hexahydro-4,7-methano-indazol-3-one), C(C1=CC=CC=C1)Br (benzyl bromide). The product is C(C1=CC=CC=C1)N1N(C(C=2C3CCC(C12)(C3(C)C)C)=O)C3=C(C=CC=C3)Cl (Benzyl-2-(2-chloro-phenyl)-7,8,8-trimethyl-1,2,4,5,6,7-hexahydro-4,7-methano-indazol-3-one). RXN SMILES: [Cl:1][C:2]1[CH:7]=[CH:6][CH:5]=[CH:4][C:3]=1[N:8]1[C:16](=[O:17])[C:15]2[C@@H:14]3[C:18]([CH3:20])([CH3:19])[C@@:11]([CH3:21])([CH2:12][CH2:13]3)[C:10]=2[NH:9]1.[CH2:22](Br)[C:23]1[CH:28]=[CH:27][CH:26]=[CH:25][CH:24]=1.ClC1C=CC=CC=1N1C(=O)C2[C@@H]3C(C)(C)[C@@](C)(CC3)C=2N1CC>>[CH2:22]([N:9]1[C:10]2[C:11]3([CH3:21])[C:18]([CH3:20])([CH3:19])[CH:14]([CH2:13][CH2:12]3)[C:15]=2[C:16](=[O:17])[N:8]1[C:3]1[CH:4]=[CH:5][CH:6]=[CH:7][C:2]=1[Cl:1])[C:23]1[CH:28]=[CH:27][CH:26]=[CH:25][CH:24]=1. Procedure details: Benzyl-2-(2-chloro-phenyl)-7,8,8-trimethyl-1,2,4,5,6,7-hexahydro-4,7-methano-indazol-3-one was prepared from (4S,7R)-2-(2-chloro-phenyl)-7,8,8-trimethyl-1,2,4,5,6,7-hexahydro-4,7-methano-indazol-3-one (Intermediate 10) and benzyl bromide using the procedure described above for the preparation of (4S,7R)-2-(2-chloro-phenyl)-1-ethyl-7,8,8-trimethyl-1,2,4,5,6,7-hexahydro-4,7-methano-indazol-3-one (Example 9). APCI-MS (M+H) 393. The reagents and catalysts are N1CCCCC1 (piperidine). The product is COC=1C=C(C=C(C#N)C#N)C=C(C1O)I (3-methoxy-4-hydroxy-5-iodobenzylidene malononitrile), yellow solid. Procedure: A preferred method of synthesis of (E)-1-cyano-3-(3-iodo-4,5-hydroxyphenyl)acrylonitrile (Compound 2) is as follows: The compound was prepared as described in Ohmichi et al., 1993, Biochemistry 32:4650 in two steps. First, 3-methoxy-4-hydroxy-5-iodobenzylidene malononitrile was prepared by adding 3 drops of piperidine to 1.4 g of 5-iodovanillin and 0.4 g of malononitrile in 25 ml of ethanol and refluxing the mixture for 4 hours. 0.8 g (49% yield) of a yellow solid resulted. Isolated yield 49.0%. Starting materials: (E)-1-cyano-3-(3-iodo-4,5-hydroxyphenyl)acrylonitrile, Compound 2, IC=1C(=C(C=C(C=O)C1)OC)O (5-iodovanillin), C(CC#N)#N (malononitrile). RXN SMILES: [I:1][C:2]1[C:3]([OH:12])=[C:4]([O:10][CH3:11])[CH:5]=[C:6]([CH:9]=1)[CH:7]=O.[C:13](#[N:17])[CH2:14][C:15]#[N:16]>N1CCCCC1.C(O)C>[CH3:11][O:10][C:4]1[CH:5]=[C:6]([CH:9]=[C:2]([I:1])[C:3]=1[OH:12])[CH:7]=[C:14]([C:13]#[N:17])[C:15]#[N:16]. Solvent: C(C)O (ethanol). Reactants: CCOC(=O)CNc1cc(C(=O)NC(CCC(=O)O)C(=O)N2CCN(C(=O)OCC)CC2)nc(-c2ccccc2)n1, ClCCl, Cl, O=C(O)C(F)(F)F, [Li+], O=S(=O)([O-])C(F)(F)F, [OH-], O=S(=O)(O)C(F)(F)F. The product is CCOC(=O)N1CCN(C(=O)C(CCC(=O)O)NC(=O)c2cc(NCC(=O)O)nc(-c3ccccc3)n2)CC1, Cl. RXN SMILES: [CH2:17]([CH3:18])[O:19][C:20](=[O:21])[N:22]1[CH2:23][CH2:24][N:25]([C:28]([CH:29]([CH2:30][CH2:31][C:32](=[O:33])[OH:34])[NH:35][C:36](=[O:37])[c:38]2[n:39][c:40](-[c:51]3[cH:52][cH:53][cH:54][cH:55][cH:56]3)[n:41][c:42]([NH:44][CH2:45][C:46](=[O:47])[O:48][CH2:49][CH3:50])[cH:43]2)=[O:57])[CH2:26][CH2:27]1.[Cl:68][CH2:69][Cl:70].[ClH:60].[F:61][C:62]([F:63])([F:64])[C:65]([OH:66])=[O:67].[Li+:59].[O-:1][S:2]([C:3]([F:4])([F:5])[F:6])(=[O:7])=[O:8].[OH-:58].[S:9]([OH:10])([C:11]([F:12])([F:13])[F:14])(=[O:15])=[O:16]>>[CH2:17]([CH3:18])[O:19][C:20](=[O:21])[N:22]1[CH2:23][CH2:24][N:25]([C:28]([CH:29]([CH2:30][CH2:31][C:32](=[O:33])[OH:34])[NH:35][C:36](=[O:37])[c:38]2[n:39][c:40](-[c:51]3[cH:52][cH:53][cH:54][cH:55][cH:56]3)[n:41][c:42]([NH:44][CH2:45][C:46](=[O:47])[OH:48])[cH:43]2)=[O:57])[CH2:26][CH2:27]1.[ClH:60]. The reactants are [OH-].[Na+] (sodium hydroxide), CC1(CC(O1)=O)C (4,4-dimethyloxetan-2-one). The solvent is O (water). Reaction conditions: temperature 0 celsius, time 15 minute. The product is OC(CC(=O)[O-])(C)C.[Na+] (Sodium 3-hydroxy-3-methylbutyrate). As a reaction SMILES: [OH-:1].[Na+:2].[CH3:3][C:4]1([CH3:9])[O:7][C:6](=[O:8])[CH2:5]1>O>[OH:7][C:4]([CH3:9])([CH3:3])[CH2:5][C:6]([O-:1])=[O:8].[Na+:2] |f:0.1,4.5|. Procedure: A solution of sodium hydroxide (127.3 g; 3.15 mol) in water (1.5 l) was cooled to 0° C. Then, crude 4,4-dimethyloxetan-2-one (=β-isovalerolactone; 336.7 g; 3 mol; obtained by reacting ketene with acetone) was added dropwise in the course of approximately 2¼ h with vigorous stirring, with the temperature being kept from 1.5 to 2° C. The reaction mixture was stirred for a further 15 min at 0° C. and then heated for a further 40 min at 22° C. Then 415 g of water were distilled off at 300 mbar in th... Solvent: O (water), C(C)OCC (diethyl ether). Procedure details: To a solution of (4-(trifluoromethyl)phenyl)methanamine (3 g, 17 mmol) in diethyl ether (60 mL) under nitrogen at 0° C. was added 2,4-dibromobutanoyl chloride (2.3 mL, 17 mmol) and the reaction mixture was stirred for 1 h at rt. The mixture was then diluted with water and extracted with 200 mL of ethyl acetate. The organic layer was dried over Na2SO4, filtered, and evaporated under reduced pressure to afford 2,4-dibromo-N-(4-(trifluoromethyl)benzyl)-butanamide (6.5 g, 87%). LCMS (method F) RT 2.... Run at time 1 hour. The reactants are FC(C1=CC=C(C=C1)CN)(F)F ((4-(trifluoromethyl)phenyl)methanamine), BrC(C(=O)Cl)CCBr (2,4-dibromobutanoyl chloride). Isolated yield 94.9%. Yields the product BrC(C(=O)NCC1=CC=C(C=C1)C(F)(F)F)CCBr (2,4-dibromo-N-(4-(trifluoromethyl)benzyl)-butanamide). As a reaction SMILES: [F:1][C:2]([F:12])([F:11])[C:3]1[CH:8]=[CH:7][C:6]([CH2:9][NH2:10])=[CH:5][CH:4]=1.[Br:13][CH:14]([CH2:18][CH2:19][Br:20])[C:15](Cl)=[O:16]>C(OCC)C.O>[Br:13][CH:14]([CH2:18][CH2:19][Br:20])[C:15]([NH:10][CH2:9][C:6]1[CH:5]=[CH:4][C:3]([C:2]([F:11])([F:12])[F:1])=[CH:8][CH:7]=1)=[O:16].